Dataset: the Open Reaction Database (ORD), a public repository of structured organic reaction records. Task: describe an organic reaction: reactants, conditions, products, and yield The reactants are CCO, [Cl-], O=C(Nc1ccc(Sc2ccc(C(=O)Nc3ccc(Br)cc3)cc2[N+](=O)[O-])cc1)OCC(Cl)(Cl)Cl, [Fe], [NH4+], C1CCOC1, O. Product: Nc1cc(C(=O)Nc2ccc(Br)cc2)ccc1Sc1ccc(NC(=O)OCC(Cl)(Cl)Cl)cc1. RXN SMILES: [CH3:44][CH2:45][OH:46].[Cl-:36].[Cl:1][C:2]([CH2:3][O:4][C:5]([NH:6][c:7]1[cH:8][cH:9][c:10]([S:13][c:14]2[c:15]([N+:30]([O-:31])=[O:32])[cH:16][c:17]([C:20]([NH:21][c:22]3[cH:23][cH:24][c:25]([Br:28])[cH:26][cH:27]3)=[O:29])[cH:18][cH:19]2)[cH:11][cH:12]1)=[O:33])([Cl:34])[Cl:35].[Fe:47].[NH4+:37].[O:38]1[CH2:39][CH2:40][CH2:41][CH2:42]1.[OH2:43]>>[Cl:1][C:2]([CH2:3][O:4][C:5]([NH:6][c:7]1[cH:8][cH:9][c:10]([S:13][c:14]2[c:15]([NH2:30])[cH:16][c:17]([C:20]([NH:21][c:22]3[cH:23][cH:24][c:25]([Br:28])[cH:26][cH:27]3)=[O:29])[cH:18][cH:19]2)[cH:11][cH:12]1)=[O:33])([Cl:34])[Cl:35].